This data is from the Open Reaction Database (ORD), a public repository of structured organic reaction records. The task is: describe an organic reaction: reactants, conditions, products, and yield The reactants are CC(C)(C)OC(=O)N1CCC(C=O)(C2CCCCC2)CC1, C1CCC2=NCCCN2CC1, CC(C)(C#N)P(=O)(O)O, CC#N, [Cl-], [Li+]. Yields the product CC(C)(C)OC(=O)N1CCC(C=CC#N)(C2CCCCC2)CC1. RXN SMILES: [C:23]([CH3:24])([CH3:25])([CH3:26])[O:27][C:28](=[O:29])[N:30]1[CH2:31][CH2:32][C:33]([CH:36]=[O:37])([CH:38]2[CH2:39][CH2:40][CH2:41][CH2:42][CH2:43]2)[CH2:34][CH2:35]1.[CH2:12]1[CH2:13][CH2:14][C:15]2=[N:20][CH2:19][CH2:18][CH2:17][N:16]2[CH2:21][CH2:22]1.[CH3:1][C:2]([C:3]#[N:4])([CH3:5])[P:6]([OH:7])([OH:8])=[O:9].[CH3:44][C:45]#[N:46].[Cl-:10].[Li+:11]>>[CH:2]([C:3]#[N:4])=[CH:36][C:33]1([CH:38]2[CH2:39][CH2:40][CH2:41][CH2:42][CH2:43]2)[CH2:32][CH2:31][N:30]([C:28]([O:27][C:23]([CH3:24])([CH3:25])[CH3:26])=[O:29])[CH2:35][CH2:34]1. Reactants: ClC1=C(C=O)C(=CC=C1)Cl (2,6-dichloro-benzaldehyde), ClN1C(CCC1=O)=O (N-chlorosuccinimide), CN(C)C=O (DMF), Cl (HCl). Run at time 8 hour. Yields the product ClON=CC1=C(C=CC=C1Cl)Cl (2,6 Dichloro-benzaldehyde chloroxime). As a reaction SMILES: [Cl:1][C:2]1[CH:9]=[CH:8][CH:7]=[C:6]([Cl:10])[C:3]=1C=O.ClN1C(=[O:17])CCC1=O.[ClH:19].C[N:21]([CH:23]=O)C>>[Cl:19][O:17][N:21]=[CH:23][C:3]1[C:2]([Cl:1])=[CH:9][CH:8]=[CH:7][C:6]=1[Cl:10]. Procedure: To a solution of 2,6-dichloro-benzaldehyde (7.6 g, 40 mmol) in DMF (56 mL) is added N-chlorosuccinimide (5.9 g, 44.0 mmol) followed by a catalytic amount of HCl gas. The reaction mixture is stirred overnight. The reaction mixture is partitioned between ether and water. The layers are separated and the ether layer is washed with brine and dried over sodium sulfate. The ether layer is filtered and the solvent is removed under reduced pressure to yield the crude product. The crude product is chroma... Reactants: COC(CCC=1C(N(CC1)CCC1=C(C=CC=C1)F)=O)=O (3-{1-[2-(2-fluoro-phenyl)-ethyl]-2-oxo-2,5-dihydro-1H-pyrrol-3-yl}-propionic acid methyl ester), C(C)(=O)O (acetic acid), CO (methanol), methanolic suspension, NO[K] (NH2OK). Solvent: CO.C(Cl)(Cl)Cl (methanol chloroform). Reaction conditions: temperature 0 celsius, time 8 hour. Yields the product FC1=C(C=CC=C1)CCN1C(C(=CC1)CCC(=O)NO)=O (3-{1-[2-(2-fluoro-phenyl)-ethyl]-2-oxo-2,5-dihydro-1H-pyrrol-3-yl}-N-hydroxy-propionamide). The yield is 65.6%. RXN SMILES: C[O:2][C:3](=O)[CH2:4][CH2:5][C:6]1[C:7](=[O:20])[N:8]([CH2:11][CH2:12][C:13]2[CH:18]=[CH:17][CH:16]=[CH:15][C:14]=2[F:19])[CH2:9][CH:10]=1.CO.[NH2:24][O:25][K].C(O)(=O)C>CO.C(Cl)(Cl)Cl>[F:19][C:14]1[CH:15]=[CH:16][CH:17]=[CH:18][C:13]=1[CH2:12][CH2:11][N:8]1[CH2:9][CH:10]=[C:6]([CH2:5][CH2:4][C:3]([NH:24][OH:25])=[O:2])[C:7]1=[O:20] |f:4.5|. Reported procedure: 38 mg of 3-{1-[2-(2-fluoro-phenyl)-ethyl]-2-oxo-2,5-dihydro-1H-pyrrol-3-yl}-propionic acid methyl ester (x) prepared by the above Step 4 was dissolved in methanol solution (0.13 mmol) and then 1.7 M methanolic suspension solution containing NH2OK (0.38 ml, 0.65 mmol) was added thereto at 0° C. and the resulting mixture was stirred for 8 hrs at room temperature. The resulting mixture was neutralized with 0.02 ml of acetic acid, diluted with 10% methanol/chloroform solution, filtered and concentra... Procedure details: n-butyl 3,4-dimethylcyclohexyl 2,6-di-t-butyl-4-methylphenyl borate was prepared by successively transesterifying tri-n-butyl borate with 2,6-di-t-butyl-4-methylphenol and 3,4-dimethylcyclohexanol. Tri-n-butyl borate (1 mole) and 2,6-di-t-butyl-4-methylphenol (1 mole) were heated, with stirring, to a temperature of 280° C. and n-butanol collected as a distillate. After seven hours 0.81 moles had been collected and a total of 0.82 moles collected after ten hours. After cooling the reaction vessel... RXN SMILES: [B:1](OCCCC)(OCCCC)[O:2][CH2:3][CH2:4][CH2:5][CH3:6].[C:17]([C:21]1[CH:26]=[C:25]([CH3:27])[CH:24]=[C:23]([C:28]([CH3:31])([CH3:30])[CH3:29])[C:22]=1[OH:32])([CH3:20])([CH3:19])[CH3:18].[CH3:33][CH:34]1[CH:39]([CH3:40])[CH2:38][CH2:37][CH:36]([OH:41])[CH2:35]1>C(O)CCC>[B:1]([O:32][C:22]1[C:21]([C:17]([CH3:20])([CH3:19])[CH3:18])=[CH:26][C:25]([CH3:27])=[CH:24][C:23]=1[C:28]([CH3:31])([CH3:30])[CH3:29])([O:41][CH:36]1[CH2:37][CH2:38][CH:39]([CH3:40])[CH:34]([CH3:33])[CH2:35]1)[O:2][CH2:3][CH2:4][CH2:5][CH3:6]. Product: B(OCCCC)(OC1CC(C(CC1)C)C)OC1=C(C=C(C=C1C(C)(C)C)C)C(C)(C)C (n-butyl 3,4-dimethylcyclohexyl 2,6-di-t-butyl-4-methylphenyl borate). Conditions: temperature 280 celsius. Starting materials: B(OCCCC)(OCCCC)OCCCC (tri-n-butyl borate), C(C)(C)(C)C1=C(C(=CC(=C1)C)C(C)(C)C)O (2,6-di-t-butyl-4-methylphenol), CC1CC(CCC1C)O (3,4-dimethylcyclohexanol), B(OCCCC)(OCCCC)OCCCC (Tri-n-butyl borate), C(C)(C)(C)C1=C(C(=CC(=C1)C)C(C)(C)C)O (2,6-di-t-butyl-4-methylphenol), CC1CC(CCC1C)O (3,4-dimethylcyclohexanol). Run in C(CCC)O (n-butanol), C(CCC)O (n-butanol). Starting materials: IC1=CN=C2SC(=NN21)C2=CC=C(C=C2)S(=O)(=O)N2CCOCC2 (5-Iodo-2-[4-(morpholine-4-sulfonyl)-phenyl]-imidazo[2,1-b][1,3,4]thiadiazole), CC1(OB(OC1(C)C)C=1C=C(C(=NC1)N)C(F)(F)F)C (5-(4,4,5,5-tetramethyl-[1,3,2]dioxaborolan-2-yl)-3-trifluoromethyl-pyridin-2-ylamine), C(=O)([O-])[O-].[Na+].[Na+] (Na2CO3). Reagents/catalysts: Cl[Pd]([P](C1=CC=CC=C1)(C2=CC=CC=C2)C3=CC=CC=C3)([P](C4=CC=CC=C4)(C5=CC=CC=C5)C6=CC=CC=C6)Cl (PdCl2(PPh3)2). Solvent: O1CCOCC1 (dioxane). Reaction conditions: temperature 90 celsius. Yields the product N1(CCOCC1)S(=O)(=O)C1=CC=C(C=C1)C1=NN2C(S1)=NC=C2C=2C=C(C(=NC2)N)C(F)(F)F (5-{2-[4-(Morpholine-4-sulfonyl)-phenyl]-imidazo[2,1-b][1,3,4]thiadiazol-5-yl}-3-trifluoromethyl-pyridin-2-ylamine). The yield is 33.7%. As a reaction SMILES: I[C:2]1[N:9]2[C:5]([S:6][C:7]([C:10]3[CH:15]=[CH:14][C:13]([S:16]([N:19]4[CH2:24][CH2:23][O:22][CH2:21][CH2:20]4)(=[O:18])=[O:17])=[CH:12][CH:11]=3)=[N:8]2)=[N:4][CH:3]=1.CC1(C)C(C)(C)OB([C:33]2[CH:34]=[C:35]([C:40]([F:43])([F:42])[F:41])[C:36]([NH2:39])=[N:37][CH:38]=2)O1.C([O-])([O-])=O.[Na+].[Na+]>O1CCOCC1.Cl[Pd](Cl)([P](C1C=CC=CC=1)(C1C=CC=CC=1)C1C=CC=CC=1)[P](C1C=CC=CC=1)(C1C=CC=CC=1)C1C=CC=CC=1>[N:19]1([S:16]([C:13]2[CH:14]=[CH:15][C:10]([C:7]3[S:6][C:5]4=[N:4][CH:3]=[C:2]([C:33]5[CH:34]=[C:35]([C:40]([F:43])([F:42])[F:41])[C:36]([NH2:39])=[N:37][CH:38]=5)[N:9]4[N:8]=3)=[CH:11][CH:12]=2)(=[O:18])=[O:17])[CH2:24][CH2:23][O:22][CH2:21][CH2:20]1 |f:2.3.4,^1:59,78|. Reported procedure: A mixture of 5-Iodo-2-[4-(morpholine-4-sulfonyl)-phenyl]-imidazo[2,1-b][1,3,4]thiadiazole (85 mg, 0.18 mmol), 5-(4,4,5,5-tetramethyl-[1,3,2]dioxaborolan-2-yl)-3-trifluoromethyl-pyridin-2-ylamine (60 mg, 0.27 mmol), PdCl2(PPh3)2 (26 mg, 0.037 mmol) and 2M aq Na2CO3 (0.5 mL) in dioxane (4 mL) was heated at 90° C. for 18 h. On cooling, the solvents were removed in vacuo and the residue was triturated from EtOAc and filtered off. The filtrate was evaporated and the residue was recrystallyzed from Me... Reactants: NC=1SC(=C(N1)C1=CC(=CC=C1)C)C1=NC(=NC=C1)NC(OC(C)(C)C)=O (tert-butyl 4-[2-amino-4-(3-methylphenyl)-1,3-thiazol-5-yl]-2-pyrimidinylcarbamate), C1(=CC=CC=C1)CC(=O)Cl (phenylacetylchloride), C(O)([O-])=O.[Na+] (sodium hydrogen carbonate). Solvent: CN(C(C)=O)C (N,N-dimethylacetamide). Run at temperature 80 celsius, time 14 hour. The product is CC=1C=C(C=CC1)C=1N=C(SC1C1=NC(=NC=C1)NC(CC1=CC=CC=C1)=O)NC(CC1=CC=CC=C1)=O (N-[4-(3-methylphenyl)-5-[2-(phenylacetylamino)-4-pyrimidinyl]-1,3-thiazol-2-yl]phenylacetamide). Yield: 26.6%. RXN SMILES: [NH2:1][C:2]1[S:3][C:4]([C:14]2[CH:19]=[CH:18][N:17]=[C:16]([NH:20][C:21](=O)[O:22]C(C)(C)C)[N:15]=2)=[C:5]([C:7]2[CH:12]=[CH:11][CH:10]=[C:9]([CH3:13])[CH:8]=2)[N:6]=1.[C:28]1([CH2:34][C:35](Cl)=[O:36])[CH:33]=[CH:32][CH:31]=[CH:30][CH:29]=1.C(=O)([O-])O.[Na+]>CN(C)C(=O)C>[CH3:13][C:9]1[CH:8]=[C:7]([C:5]2[N:6]=[C:2]([NH:1][C:35](=[O:36])[CH2:34][C:28]3[CH:33]=[CH:32][CH:31]=[CH:30][CH:29]=3)[S:3][C:4]=2[C:14]2[CH:19]=[CH:18][N:17]=[C:16]([NH:20][C:21](=[O:22])[CH2:5][C:7]3[CH:12]=[CH:11][CH:10]=[CH:9][CH:8]=3)[N:15]=2)[CH:12]=[CH:11][CH:10]=1 |f:2.3|. Procedure details: To a solution of tert-butyl 4-[2-amino-4-(3-methylphenyl)-1,3-thiazol-5-yl]-2-pyrimidinylcarbamate (0.50 g, 1.3 mmol) in N,N-dimethylacetamide (5 mL) was added phenylacetylchloride (0.52 mL, 3.9 mmol) and the mixture was stirred at 80° C. for 14 hrs. Into the reaction mixture was poured aqueous sodium hydrogen carbonate solution, and the mixture was extracted with ethyl acetate. The extract was washed with saturated brine, dried and concentrated. The obtained residue was purified by silica gel c... The reactants are OCc1ccccc1, CCCC[N+](CCCC)(CCCC)CCCC, [Na+], [Na+], [Na+], [Na+], [OH-], OO, O=P([O-])([O-])O, O=P([O-])(O)O, O=S(=O)([O-])O, Cc1ccccc1C. Product: O=Cc1ccccc1. RXN SMILES: [CH2:1]([c:2]1[cH:3][cH:4][cH:5][cH:6][cH:7]1)[OH:8].[CH2:31]([N+:32]([CH2:33][CH2:34][CH2:35][CH3:36])([CH2:37][CH2:38][CH2:39][CH3:40])[CH2:41][CH2:42][CH2:43][CH3:44])[CH2:45][CH2:46][CH3:47].[Na+:14].[Na+:20].[Na+:21].[Na+:25].[OH-:24].[OH:22][OH:23].[P:15]([O-:16])([O-:17])([OH:18])=[O:19].[P:9]([O-:10])([OH:11])([OH:12])=[O:13].[S:26]([O-:27])([OH:28])(=[O:29])=[O:30].[c:48]1([CH3:49])[c:50]([CH3:51])[cH:52][cH:53][cH:54][cH:55]1>>[CH:1]([c:2]1[cH:3][cH:4][cH:5][cH:6][cH:7]1)=[O:8]. Reactants: CC=1C=NC=C(C(=O)Cl)C1 (5-methylnicotinoyl chloride), C(C)OC(=O)C1CCN(CC1)CC1=CC(=CC=C1)NC(C1=CC=C(C=C1)Cl)=O (1-[3-(4-Chloro-benzoylamino)-benzyl]-piperidine-4-carboxylic acid ethyl ester), ClC1=CC=C(C(=O)NC2=CC(=CC=C2)C2OCCO2)C=C1 (4-Chloro-N-(3-[1,3]dioxolan-2-yl-phenyl)-benzamide), N1CC(CC1)C(=O)OC (methyl pyrrolidine-3-carboxylate). Yields the product CC=1C=C(C=NC1)C(=O)NC=1C=C(CN2CC(CC2)C(=O)O)C=CC1 (rac-1-{3-[(5-Methyl-pyridine-3-carbonyl)-amino]-benzyl}-pyrrolidine-3-carboxylic acid). As a reaction SMILES: [CH3:1][C:2]1[CH:3]=[N:4][CH:5]=[C:6]([CH:10]=1)[C:7](Cl)=[O:8].ClC1C=CC(C(NC2C=CC=C(C3OCCO3)C=2)=O)=CC=1.N1CCC(C(OC)=O)C1.C([O:43][C:44]([CH:46]1[CH2:51][CH2:50][N:49]([CH2:52][C:53]2[CH:58]=[CH:57][CH:56]=[C:55]([NH:59]C(=O)C3C=CC(Cl)=CC=3)[CH:54]=2)[CH2:48]C1)=[O:45])C>>[CH3:1][C:2]1[CH:10]=[C:6]([C:7]([NH:59][C:55]2[CH:54]=[C:53]([CH:58]=[CH:57][CH:56]=2)[CH2:52][N:49]2[CH2:50][CH2:51][CH:46]([C:44]([OH:43])=[O:45])[CH2:48]2)=[O:8])[CH:5]=[N:4][CH:3]=1. Procedure: The title compound is prepared according to the reaction sequence 2.001a-2.001d described above using 5-methylnicotinoyl chloride instead of 4-chlorobenzoyl chloride as in 2.001a and methyl pyrrolidine-3-carboxylate instead of ethyl isonipecotate as in 2.001c: LC-MS A: tR=0. 45 min; [M+H]+=340.14.